describe an organic reaction: reactants, conditions, products, and yield From a dataset of the Open Reaction Database (ORD), a public repository of structured organic reaction records. RXN SMILES: [C:12]([OH:13])(=[O:14])[CH3:15].[CH3:21][OH:22].[CH:16]([NH2:17])=[NH:18].[Cl:1][c:2]1[c:3]([Cl:11])[cH:4][c:5]([N+:8]([O-:9])=[O:10])[cH:6][cH:7]1.[H:19][H:20]>>[Cl:1][c:2]1[c:3]([Cl:11])[cH:4][c:5]([NH2:8])[cH:6][cH:7]1. Yields the product Nc1ccc(Cl)c(Cl)c1. Reactants: CC(=O)O, CO, N=CN, O=[N+]([O-])c1ccc(Cl)c(Cl)c1, [H][H]. Reported procedure: 300 mg of methyl 2-chloro-4-pentafluorosulfanylbenzoate, 113 mg of 4-fluorophenol and 659 mg of Cs2CO3 were dissolved in 1.5 ml of DMF (anhydrous) and stirred at 120° C. The mixture was then allowed to cool and was diluted with 10 ml of EA and washed 3 times with 5 ml of water each time. Drying over MgSO4 was followed by removal of the solvent in vacuo. 120 mg of an amorphous solid were obtained and were chromatographed on reversed phase silica gel: Solvent: CN(C)C=O (DMF), CC(OCC)=O (EA). The reactants are ClC1=C(C(=O)OC)C=CC(=C1)S(F)(F)(F)(F)F (methyl 2-chloro-4-pentafluorosulfanylbenzoate), FC1=CC=C(C=C1)O (4-fluorophenol), C(=O)([O-])[O-].[Cs+].[Cs+] (Cs2CO3). Isolated yield 32.0%. RXN SMILES: Cl[C:2]1[CH:11]=[C:10]([S:12]([F:17])([F:16])([F:15])([F:14])[F:13])[CH:9]=[CH:8][C:3]=1[C:4]([O:6][CH3:7])=[O:5].[F:18][C:19]1[CH:24]=[CH:23][C:22]([OH:25])=[CH:21][CH:20]=1.C([O-])([O-])=O.[Cs+].[Cs+]>CN(C=O)C.CC(=O)OCC>[F:18][C:19]1[CH:24]=[CH:23][C:22]([O:25][C:2]2[CH:11]=[C:10]([S:12]([F:17])([F:16])([F:15])([F:14])[F:13])[CH:9]=[CH:8][C:3]=2[C:4]([O:6][CH3:7])=[O:5])=[CH:21][CH:20]=1 |f:2.3.4|. The product is FC1=CC=C(OC2=C(C(=O)OC)C=CC(=C2)S(F)(F)(F)(F)F)C=C1 (Methyl 2-(4-fluorophenoxy)-4-pentafluorosulfanylbenzoate). Run at temperature 120 celsius. The reactants are O=C(Cl)c1ccccc1, CN1CCCC1=O, NNC(=O)c1ccc(I)cc1, O. Product: O=C(NNC(=O)c1ccc(I)cc1)c1ccccc1. Reaction SMILES: [C:19]([c:20]1[cH:21][cH:22][cH:23][cH:24][cH:25]1)(=[O:26])[Cl:27].[CH3:12][N:13]1[CH2:14][CH2:15][CH2:16][C:17]1=[O:18].[I:1][c:2]1[cH:3][cH:4][c:5]([C:6](=[O:7])[NH:8][NH2:9])[cH:10][cH:11]1.[OH2:28]>>[I:1][c:2]1[cH:3][cH:4][c:5]([C:6](=[O:7])[NH:8][NH:9][C:19]([c:20]2[cH:21][cH:22][cH:23][cH:24][cH:25]2)=[O:26])[cH:10][cH:11]1.